Dataset: the Open Reaction Database (ORD), a public repository of structured organic reaction records. Task: describe an organic reaction: reactants, conditions, products, and yield Starting materials: hydrochloride salt, CC1(C2CNCC12)C=1C=C(C=CC1)NS(=O)(=O)C (N-[3-(6-methyl-3-azabicyclo[3.1.0]hex-6-yl)phenyl]methanesulfonamide), C(O)([O-])=O.[Na+] (sodium hydrogen carbonate), O.ON1N=NC2=C1C=CC=C2 (1-hydroxybenzotriazole monohydrate), Cl.CN(CCCN=C=NCC)C (1-(3-dimethylaminopropyl)-3-ethylcarbodiimide hydrochloride), N1=C(C=CC=C1)/C=C/C(=O)O ((E)-3-(2-pyridinyl)-2-propenoic acid). Run in CN(C=O)C (N,N-dimethylformamide), ClCCl (dichloromethane), O (water). Run at time 15 minute. The product is N (ammonia), CC1(C2CN(CC12)C(\C=C\C1=NC=CC=C1)=O)C=1C=C(C=CC1)NS(=O)(=O)C (N-(3-{6-Methyl-3-[(E)-3-(2-pyridinyl)-2-propenoyl]-3-azabicyclo[3.1.0]hex-6-yl}phenyl)methanesulfonamide). Yield: 32.8%. RXN SMILES: O.O[N:3]1C2C=CC=CC=2N=N1.Cl.CN(C)CCCN=C=NCC.[N:24]1[CH:29]=[CH:28][CH:27]=[CH:26][C:25]=1/[CH:30]=[CH:31]/[C:32]([OH:34])=O.[CH3:35][C:36]1([C:42]2[CH:43]=[C:44]([NH:48][S:49]([CH3:52])(=[O:51])=[O:50])[CH:45]=[CH:46][CH:47]=2)[CH:41]2[CH:37]1[CH2:38][NH:39][CH2:40]2.C(=O)([O-])O.[Na+]>CN(C)C=O.ClCCl.O>[NH3:3].[CH3:35][C:36]1([C:42]2[CH:43]=[C:44]([NH:48][S:49]([CH3:52])(=[O:51])=[O:50])[CH:45]=[CH:46][CH:47]=2)[CH:41]2[CH:37]1[CH2:38][N:39]([C:32](=[O:34])/[CH:31]=[CH:30]/[C:25]1[CH:26]=[CH:27][CH:28]=[CH:29][N:24]=1)[CH2:40]2 |f:0.1,2.3,6.7|. Procedure details: A solution of 1-hydroxybenzotriazole monohydrate (224 mg, 1.46 mmol) and 1-(3-dimethylaminopropyl)-3-ethylcarbodiimide hydrochloride (306 mg, 1.60 mmol) in N,N-dimethylformamide (10 ml) was added to (E)-3-(2-pyridinyl)-2-propenoic acid (197 mg, 1.32 mmol). After stirring at room temperature for 15 min, the mixture was added to the hydrochloride salt of N-[3-(6-methyl-3-azabicyclo[3.1.0]hex-6-yl)phenyl]methanesulfonamide (Preparation 53, 404 mg, 1.32 mmol) and sodium hydrogen carbonate (220 mg, 2... The reactants are CC(=O)OCC1=C(N2[C@@H]([C@@H](C2=O)N)SC1)C(=O)O (7-aminocephalosporanic acid), P(=O)([O-])([O-])[O-] (phosphate), NN1C(=NN=C1N1N=C(C=C1C1=CC=CC=C1)C)S (4-amino-5-(3-methyl-5-phenyl-1-pyrazolyl)-4H-1,2,4-triazole-3-thiol), C([O-])(O)=O.[Na+] (sodium bicarbonate). Reaction conditions: temperature 60 celsius. Product: NC1C2SCC(=C(N2C1=O)C(=O)O)CSC1=NN=C(N1N)N1N=C(C=C1C1=CC=CC=C1)C (7-Amino-3-[[4-amino-5-(3-methyl-5-phenyl-1-pyrazolyl)-4H-1,2,4-triazol-3-ylthio]methyl]-8-oxo-5-thia-1-azabicyclo[4.2.0]oct-2-ene-2-carboxylic acid). Reaction SMILES: CC(O[CH2:5][C:6]1[CH2:15][S:14][C@@H:9]2[C@H:10]([NH2:13])[C:11](=[O:12])[N:8]2[C:7]=1[C:16]([OH:18])=[O:17])=O.[NH2:19][N:20]1[C:24]([N:25]2[C:29]([C:30]3[CH:35]=[CH:34][CH:33]=[CH:32][CH:31]=3)=[CH:28][C:27]([CH3:36])=[N:26]2)=[N:23][N:22]=[C:21]1[SH:37].C(=O)(O)[O-].[Na+].P([O-])([O-])([O-])=O>>[NH2:13][CH:10]1[C:11](=[O:12])[N:8]2[CH:9]1[S:14][CH2:15][C:6]([CH2:5][S:37][C:21]1[N:20]([NH2:19])[C:24]([N:25]3[C:29]([C:30]4[CH:35]=[CH:34][CH:33]=[CH:32][CH:31]=4)=[CH:28][C:27]([CH3:36])=[N:26]3)=[N:23][N:22]=1)=[C:7]2[C:16]([OH:18])=[O:17] |f:2.3|. Procedure: A mixture of 1.36 g. of 7-aminocephalosporanic acid, 1.50 g. of 4-amino-5-(3-methyl-5-phenyl-1-pyrazolyl)-4H-1,2,4-triazole-3-thiol and 0.84 g. of sodium bicarbonate in 40 ml. of pH 6.4 phosphate buffer is stirred and heated at 60° C. for 8 hours. The mixture is cooled to room temperature, filtered and the filtrate is extracted with ethyl acetate. The aqueous portion is acidified to pH 2.5 with 4 N hydrochloric acid. The precipitate is collected by filtration and dried, giving 0.8 g. of the desi... The reactants are [H-].[Na+] (sodium hydride), CC=1C=C(C(=O)C2=CNC3=CC=CC=C3C2=O)C=CC1C (3-(3,4-Dimethyl-benzoyl)-1H-quinolin-4-one), FC1=C(CBr)C=CC=C1 (2-fluorobenzylbromide). Solvent: CN(C=O)C (dimethylformamide). Conditions: time 30 minute. Yields the product CC=1C=C(C(=O)C2CN(C3=CC=CC=C3C2=O)CC2=C(C=CC=C2)F)C=CC1C (3-(3,4-dimethyl-benzoyl)-1-(2-fluoro-benzyl)-2,3-dihydro-1H-quinolin-4-one). Yield: 20.8%. As a reaction SMILES: [H-].[Na+].[CH3:3][C:4]1[CH:5]=[C:6]([CH:20]=[CH:21][C:22]=1[CH3:23])[C:7]([C:9]1[C:18](=[O:19])[C:17]2[C:12](=[CH:13][CH:14]=[CH:15][CH:16]=2)[NH:11][CH:10]=1)=[O:8].[F:24][C:25]1[CH:32]=[CH:31][CH:30]=[CH:29][C:26]=1[CH2:27]Br>CN(C)C=O>[CH3:3][C:4]1[CH:5]=[C:6]([CH:20]=[CH:21][C:22]=1[CH3:23])[C:7]([CH:9]1[C:18](=[O:19])[C:17]2[C:12](=[CH:13][CH:14]=[CH:15][CH:16]=2)[N:11]([CH2:27][C:26]2[CH:29]=[CH:30][CH:31]=[CH:32][C:25]=2[F:24])[CH2:10]1)=[O:8] |f:0.1|. Procedure: In 3 mL of anhydrous dimethylformamide was suspended 16 mg (0.4 mmol) of sodium hydride (60%), 86 mg (0.31 mmol) of 3-(3,4-dimethyl-benzoyl)-2,3-dihydro-1H-quinolin-4-one 3a was added and the mixture was stirred at rt. After 30 minutes, 75.6 mg (0.40 mmol) of 2-fluorobenzylbromide was added and the reaction was stirred at room temperature for 1 hour. The reaction mixture was quenched by the addition of 10 mL of water. The crude product precipitated out were isolated by filtration and purified by... Product: CON=C(C)C(C)=NN=CC1=C(C=CC=C1)C(=NOC)C1=NOCCO1 (3-({2-[(5,6-dihydro-[1,4,2]dioxazin-3-yl)-methoxyimino-methyl]-benzylidene}-hydrazono)-butan-2-one O-methyl oxime). Procedure: 0.5 g (0.0039 mol) of 3-hydrazono-butan-2-one O-methyl oxime is boiled under reflux in 5 ml of ethanol with 0.96 g (0.0039 mol) of 2-[(5,6-dihydro-[1,4,2]dioxazin-3-yl)-methoxyimino-methyl]-benzaldehyde for 2 hours. The reaction mixture is allowed to cool slowly to 20° C. and the crystals are filtered off to give 0.9 g (64.7% of theory) of 3-({2-[(5,6-dihydro-[1,4,2]dioxazin-3-yl)-methoxyimino-methyl]-benzylidene}-hydrazono)-butan-2-one O-methyl oxime. The yield is 64.2%. Run in C(C)O (ethanol). Reaction conditions: temperature 20 celsius. RXN SMILES: [CH3:1][O:2][N:3]=[C:4]([C:6](=[N:8][NH2:9])[CH3:7])[CH3:5].[O:10]1[CH2:15][CH2:14][O:13][C:12]([C:16](=[N:25][O:26][CH3:27])[C:17]2[CH:24]=[CH:23][CH:22]=[CH:21][C:18]=2[CH:19]=O)=[N:11]1>C(O)C>[CH3:1][O:2][N:3]=[C:4]([C:6](=[N:8][N:9]=[CH:19][C:18]1[CH:21]=[CH:22][CH:23]=[CH:24][C:17]=1[C:16]([C:12]1[O:13][CH2:14][CH2:15][O:10][N:11]=1)=[N:25][O:26][CH3:27])[CH3:7])[CH3:5]. Starting materials: O1N=C(OCC1)C(C1=C(C=O)C=CC=C1)=NOC (2-[(5,6-dihydro-[1,4,2]dioxazin-3-yl)-methoxyimino-methyl]-benzaldehyde), CON=C(C)C(C)=NN (3-hydrazono-butan-2-one O-methyl oxime). Starting materials: hydrochloride salt, ClC=1C=C(C=CC1)N1C(C=C(C=C1)CC=1N=CN(C1)C(C1=CC=CC=C1)(C1=CC=CC=C1)C1=CC=CC=C1)=O (1-(3-Chloro-phenyl)-4-(1-trityl-1H-imidazol-4-ylmethyl)-1H-pyridin-2-one), OCC1=CC(=C(C#N)C=C1)OC (4-hydroxymethyl-2-methoxy-benzonitrile), C(C)(C)N(C(C)C)CC (N,N-diisopropylethylamine), FC(S(=O)(=O)OS(=O)(=O)C(F)(F)F)(F)F (trifluoromethane-sulfonic anhydride). The solvent is CO (methanol), C(Cl)Cl (CH2Cl2). Reaction conditions: time 8 hour. Yields the product ClC=1C=C(C=CC1)N1C(C=C(C=C1)CC1=CN=CN1CC1=CC(=C(C#N)C=C1)OC)=O (4-{5-[1-(3-Chloro-phenyl)-2-oxo-1,2-dihydro-pyridin-4-ylmethyl]-imidazol-1-ylmethyl}-2-methoxy-benzonitrile). Reaction SMILES: [Cl:1][C:2]1[CH:3]=[C:4]([N:8]2[CH:13]=[CH:12][C:11]([CH2:14][C:15]3[N:16]=[CH:17][N:18](C(C4C=CC=CC=4)(C4C=CC=CC=4)C4C=CC=CC=4)[CH:19]=3)=[CH:10][C:9]2=[O:39])[CH:5]=[CH:6][CH:7]=1.O[CH2:41][C:42]1[CH:49]=[CH:48][C:45]([C:46]#[N:47])=[C:44]([O:50][CH3:51])[CH:43]=1.C(N(CC)C(C)C)(C)C.FC(F)(F)S(OS(C(F)(F)F)(=O)=O)(=O)=O>C(Cl)Cl.CO>[Cl:1][C:2]1[CH:3]=[C:4]([N:8]2[CH:13]=[CH:12][C:11]([CH2:14][C:15]3[N:16]([CH2:41][C:42]4[CH:49]=[CH:48][C:45]([C:46]#[N:47])=[C:44]([O:50][CH3:51])[CH:43]=4)[CH:17]=[N:18][CH:19]=3)=[CH:10][C:9]2=[O:39])[CH:5]=[CH:6][CH:7]=1. Reported procedure: To a solution of 1-(3-Chloro-phenyl)-4-(1-trityl-1H-imidazol-4-ylmethyl)-1H-pyridin-2-one (272 mg, 0.527 mmol) from step 6 and 4-hydroxymethyl-2-methoxy-benzonitrile (90.3 mg, 0.55 mmol) in CH2Cl2 cooled to -78° C. over dry ice/acetone bath was added N,N-diisopropylethylamine (192 μl, 1.1 mmol) and trifluoromethane-sulfonic anhydride(93 μl, 0.55 mmol). The reaction was allowed to slowly warm to room temperature and stirred overnight. The reaction was diluted with methanol (10 mL), heated to refl... Starting materials: ClS(=O)(=O)C1=CC=C(C(=O)O)C=C1 (4-(chlorosulfonyl)benzoic acid), C(C1=CC=CC=C1)OC1=CC=C(NC)C=C1 (4-(benzyloxy)-N-methylaniline), CCN(C(C)C)C(C)C (DIPEA). Product: C(C1=CC=CC=C1)OC1=CC=C(C=C1)N(S(=O)(=O)C1=CC=C(C(=O)O)C=C1)C (4-(N-(4-(benzyloxy)phenyl)-N-methylsulfamoyl)benzoic acid). As a reaction SMILES: Cl[S:2]([C:5]1[CH:13]=[CH:12][C:8]([C:9]([OH:11])=[O:10])=[CH:7][CH:6]=1)(=[O:4])=[O:3].[CH2:14]([O:21][C:22]1[CH:29]=[CH:28][C:25]([NH:26][CH3:27])=[CH:24][CH:23]=1)[C:15]1[CH:20]=[CH:19][CH:18]=[CH:17][CH:16]=1.CCN(C(C)C)C(C)C>>[CH2:14]([O:21][C:22]1[CH:23]=[CH:24][C:25]([N:26]([CH3:27])[S:2]([C:5]2[CH:13]=[CH:12][C:8]([C:9]([OH:11])=[O:10])=[CH:7][CH:6]=2)(=[O:4])=[O:3])=[CH:28][CH:29]=1)[C:15]1[CH:16]=[CH:17][CH:18]=[CH:19][CH:20]=1. Procedure details: 4-(chlorosulfonyl)benzoic acid (1.0 g, 4.53 mmol) was treated with 4-(benzyloxy)-N-methylaniline (1.45 g, 6.8 mmol) and DIPEA (0.59 g, 4.53 mmol) using method A to give 4-(N-(4-(benzyloxy)phenyl)-N-methylsulfamoyl)benzoic acid as an off white solid. Yield: 716 mg (40%). 1H-NMR: 8.10 (d, J=8.5 Hz, 2H), 7.62 (d, J=8.5 Hz, 2H), 7.46-7.30 (m, 5H), 7.01-6.94 (m, 4H), 5.08 (s, 2H), 3.13 (s, 3H). Reactants: C(C)(C)(C)C1=CC=C(CN)C=C1 (4-tert-Butylbenzylamine), C(=O)(Cl)Cl (phosgene), C(C)(C)NC(C)C (diisopropylamine), CN1N=CC=2C(=CC=CC12)N (1-methyl-1H-indazol-4-amine). Solvent: C1(=CC=CC=C1)C (toluene). The product is C(C)(C)(C)C1=CC=C(CNC(=O)NC2=C3C=NN(C3=CC=C2)C)C=C1 (N-(4-tert-butylbenzyl)-N′-(1-methyl-1H-indazol-4-yl)urea). RXN SMILES: [C:1]([C:5]1[CH:12]=[CH:11][C:8]([CH2:9][NH2:10])=[CH:7][CH:6]=1)([CH3:4])([CH3:3])[CH3:2].[C:13](Cl)(Cl)=[O:14].C(NC(C)C)(C)C.[CH3:24][N:25]1[C:33]2[CH:32]=[CH:31][CH:30]=[C:29]([NH2:34])[C:28]=2[CH:27]=[N:26]1>C1(C)C=CC=CC=1>[C:1]([C:5]1[CH:6]=[CH:7][C:8]([CH2:9][NH:10][C:13]([NH:34][C:29]2[CH:30]=[CH:31][CH:32]=[C:33]3[C:28]=2[CH:27]=[N:26][N:25]3[CH3:24])=[O:14])=[CH:11][CH:12]=1)([CH3:4])([CH3:2])[CH3:3]. Procedure: 4-tert-Butylbenzylamine (0.46 mL, 2.62 mmol) in toluene (8 mL) was treated with 20% phosgene solution (1.4 mL) and refluxed for 3 hours. The mixture was allowed to cool to ambient temperature and concentrated under reduced pressure. The residue was then taken up in toluene (10 mL) and treated with diisopropylamine (3 mL) and 1-methyl-1H-indazol-4-amine (prepared as described in J. Med. Chem. 45:742 (2002); 200 mg, 1.36 mmol). The reaction mixture was heated at 80° C. for 3 hours, allowed to cool...